From a dataset of the Open Reaction Database (ORD), a public repository of structured organic reaction records. describe an organic reaction: reactants, conditions, products, and yield The reactants are N1N=NC2=C1C=CC=C2 (1H-benzo[d][1,2,3]triazole), COC=1C=C(OCC(=O)O)C=CC1OC (2-(3,4-dimethoxyphenoxy)acetic acid). Run in C(Cl)(Cl)Cl (CHCl3), S(=O)(Cl)Cl (thionyl chloride). Run at time 30 minute. Yields the product N1(N=NC2=C1C=CC=C2)C(COC2=CC(=C(C=C2)OC)OC)=O (1-(1H-Benzo[d][1,2,3]triazol-1-yl)-2-(3,4-dimethoxyphenoxy)ethanone). Yield: 109.2%. Reaction SMILES: [NH:1]1[C:5]2[CH:6]=[CH:7][CH:8]=[CH:9][C:4]=2[N:3]=[N:2]1.[CH3:10][O:11][C:12]1[CH:13]=[C:14]([CH:20]=[CH:21][C:22]=1[O:23][CH3:24])[O:15][CH2:16][C:17](O)=[O:18]>C(Cl)(Cl)Cl.S(Cl)(Cl)=O>[N:1]1([C:17](=[O:18])[CH2:16][O:15][C:14]2[CH:20]=[CH:21][C:22]([O:23][CH3:24])=[C:12]([O:11][CH3:10])[CH:13]=2)[C:5]2[CH:6]=[CH:7][CH:8]=[CH:9][C:4]=2[N:3]=[N:2]1. Procedure: To a solution of 1H-benzo[d][1,2,3]triazole (11.2 g) in CHCl3 (120 ml), thionyl chloride (1.7 ml) was added and after stirring at room temperature for 30 minutes, 2-(3,4-dimethoxyphenoxy)acetic acid (5.00 g) was added and the mixture was stirred at room temperature for 1.5 hours. The precipitate was filtered off and the filtrate was washed with an aqueous solution of 2 N NaOH; thereafter, the organic layer was dried (MgSO4), filtered and concentrated to give the titled compound (8.06 g, colorles... Starting materials: C(C)(=O)C=1N=C(NC1C#N)CCCC (4-acetyl-2-butylimidazole-5-carbonitrile), C(C)[Mg]Br (ethylmagnesium bromide). Yields the product C(CCC)C=1NC(=C(N1)C(CC)=O)C#N (2-Butyl-4-propionylimidazole-5-carbonitrile). Isolated yield 51.9%. RXN SMILES: [C:1]([C:4]1[N:5]=[C:6]([CH2:11][CH2:12][CH2:13][CH3:14])[NH:7][C:8]=1[C:9]#[N:10])(=[O:3])[CH3:2].[CH2:15]([Mg]Br)C>>[CH2:11]([C:6]1[NH:7][C:8]([C:9]#[N:10])=[C:4]([C:1](=[O:3])[CH2:2][CH3:15])[N:5]=1)[CH2:12][CH2:13][CH3:14]. Procedure: Following a procedure similar to that described in Preparation 24(i), but using ethylmagnesium bromide instead of methylmagnesium bromide, the title compound, melting at 84°-85° C, was obtained in a 51.9% yield. The product is C(C)N1C=C(C(C2=CC=C(C(=C12)OC(F)F)N1CCN(CC1)C1=NC=CC=N1)=O)C(=O)O (1-ethyl-8-difluoromethoxy-7-[4-(2-pyrimidinyl)piperazin-1-yl]-1,4-dihydro-4-oxoquinoline-3-carboxylic acid). Reaction SMILES: [CH2:1]([N:3]1[C:12]2[C:7](=[CH:8][CH:9]=[C:10](F)[C:11]=2[O:13][CH:14]([F:16])[F:15])[C:6](=[O:18])[C:5]([C:19]([OH:21])=[O:20])=[CH:4]1)[CH3:2].[N:22]1[CH:27]=[CH:26][CH:25]=[N:24][C:23]=1[N:28]1[CH2:33][CH2:32][NH:31][CH2:30][CH2:29]1>>[CH2:1]([N:3]1[C:12]2[C:7](=[CH:8][CH:9]=[C:10]([N:31]3[CH2:32][CH2:33][N:28]([C:23]4[N:22]=[CH:27][CH:26]=[CH:25][N:24]=4)[CH2:29][CH2:30]3)[C:11]=2[O:13][CH:14]([F:16])[F:15])[C:6](=[O:18])[C:5]([C:19]([OH:21])=[O:20])=[CH:4]1)[CH3:2]. Reported procedure: The same reaction as in Example 1 was carried out by using 1-ethyl-7-fluoro-8-difluoromethoxy-1,4-dihydro-4-oxoquinoline-3-carboxylic acid and 1-(2-pyrimidinyl)piperazine to obtain the title compound as white powder. The reactants are C(C)N1C=C(C(C2=CC=C(C(=C12)OC(F)F)F)=O)C(=O)O (1-ethyl-7-fluoro-8-difluoromethoxy-1,4-dihydro-4-oxoquinoline-3-carboxylic acid), N1=C(N=CC=C1)N1CCNCC1 (1-(2-pyrimidinyl)piperazine). As a reaction SMILES: [Br:1][c:2]1[n:3][c:4]2[c:5]([nH:6]1)[cH:7][c:8]([Cl:13])[c:9]([Cl:12])[c:10]2[Cl:11].[C:14]([O:15][CH:18]1[CH:19]([O:20][C:21]([CH3:22])=[O:23])[CH:24]([O:25][C:26]([CH3:27])=[O:28])[CH:29]([CH3:31])[O:30]1)(=[O:16])[CH3:17].[CH3:32][Si:33]([O:34][S:35]([C:36]([F:37])([F:38])[F:39])(=[O:40])=[O:41])([CH3:42])[CH3:43].[CH3:44][C:45]#[N:46].[CH3:47][CH2:48][O:49][C:50](=[O:51])[CH3:52]>>[Br:1][c:2]1[n:3][c:4]2[c:5]([n:6]1[CH:18]1[CH:19]([O:20][C:21]([CH3:22])=[O:23])[CH:24]([O:25][C:26]([CH3:27])=[O:28])[CH:29]([CH3:31])[O:30]1)[cH:7][c:8]([Cl:13])[c:9]([Cl:12])[c:10]2[Cl:11]. The product is CC(=O)OC1C(C)OC(n2c(Br)nc3c(Cl)c(Cl)c(Cl)cc32)C1OC(C)=O. The reactants are Clc1cc2[nH]c(Br)nc2c(Cl)c1Cl, CC(=O)OC1OC(C)C(OC(C)=O)C1OC(C)=O, C[Si](C)(C)OS(=O)(=O)C(F)(F)F, CC#N, CCOC(C)=O. The reactants are COC(=O)CCc1ccc(OCc2cccc(Cc3c(C)cccc3C)c2)cc1, CCO, [Na+], [OH-]. Yields the product Cc1cccc(C)c1Cc1cccc(COc2ccc(CCC(=O)O)cc2)c1. Reaction SMILES: [CH3:1][c:2]1[c:3]([CH2:4][c:5]2[cH:6][c:7]([CH2:8][O:9][c:10]3[cH:11][cH:12][c:13]([CH2:16][CH2:17][C:18](=[O:19])[O:20][CH3:21])[cH:14][cH:15]3)[cH:22][cH:23][cH:24]2)[c:25]([CH3:29])[cH:26][cH:27][cH:28]1.[CH3:32][CH2:33][OH:34].[Na+:31].[OH-:30]>>[CH3:1][c:2]1[c:3]([CH2:4][c:5]2[cH:6][c:7]([CH2:8][O:9][c:10]3[cH:11][cH:12][c:13]([CH2:16][CH2:17][C:18](=[O:19])[OH:20])[cH:14][cH:15]3)[cH:22][cH:23][cH:24]2)[c:25]([CH3:29])[cH:26][cH:27][cH:28]1. Reactants: CCO, CCOC(=O)c1coc(-c2ccc(OC(F)F)c3oc4ccc(NS(C)(=O)=O)cc4c23)n1, [K+], C1CCOC1, [OH-], O. Product: CS(=O)(=O)Nc1ccc2oc3c(OC(F)F)ccc(-c4nc(C(=O)O)co4)c3c2c1. Reaction SMILES: [CH3:35][CH2:36][OH:37].[F:1][CH:2]([O:3][c:4]1[cH:5][cH:6][c:7](-[c:22]2[o:23][cH:24][c:25]([C:27](=[O:28])[O:29][CH2:30][CH3:31])[n:26]2)[c:8]2[c:9]1[o:10][c:11]1[c:12]2[cH:13][c:14]([NH:17][S:18](=[O:19])(=[O:20])[CH3:21])[cH:15][cH:16]1)[F:32].[K+:34].[O:38]1[CH2:39][CH2:40][CH2:41][CH2:42]1.[OH-:33].[OH2:43]>>[F:1][CH:2]([O:3][c:4]1[cH:5][cH:6][c:7](-[c:22]2[o:23][cH:24][c:25]([C:27](=[O:28])[OH:29])[n:26]2)[c:8]2[c:9]1[o:10][c:11]1[c:12]2[cH:13][c:14]([NH:17][S:18](=[O:19])(=[O:20])[CH3:21])[cH:15][cH:16]1)[F:32]. Starting materials: B(Br)(Br)Br (BBr3), COC=1C=C2C=CC(=C(C2=CC1)OC1=CC=C(OCCN2CCCCC2)C=C1)C1=CC=C(C=C1)S(=O)(=O)CC(F)(F)F (1-[2-(4-{6-Methoxy-2-[4-(2,2,2-trifluoro-ethanesulfonyl)-phenyl]-naphthalen-1-yloxy}-phenoxy)-ethyl]-piperidine), Cl (HCl), C(C)OCC (diethyl ether), C([O-])(O)=O.[Na+] (sodium bicarbonate). The solvent is ClCCl (dichloromethane). Conditions: temperature 0 celsius. Product: N1(CCCCC1)CCOC1=CC=C(OC2=C3C=CC(=CC3=CC=C2C2=CC=C(C=C2)S(=O)(=O)CC(F)(F)F)O)C=C1 (5-[4-(2-Piperidin-1-yl-ethoxy)-phenoxy]-6-[4-(2,2,2-trifluoro-ethanesulfonyl)-phenyl]-naphthalen-2-ol). Isolated yield 63.5%. Reaction SMILES: C[O:2][C:3]1[CH:4]=[C:5]2[C:10](=[CH:11][CH:12]=1)[C:9]([O:13][C:14]1[CH:28]=[CH:27][C:17]([O:18][CH2:19][CH2:20][N:21]3[CH2:26][CH2:25][CH2:24][CH2:23][CH2:22]3)=[CH:16][CH:15]=1)=[C:8]([C:29]1[CH:34]=[CH:33][C:32]([S:35]([CH2:38][C:39]([F:42])([F:41])[F:40])(=[O:37])=[O:36])=[CH:31][CH:30]=1)[CH:7]=[CH:6]2.Cl.C(OCC)C.B(Br)(Br)Br.C(=O)(O)[O-].[Na+]>ClCCl>[N:21]1([CH2:20][CH2:19][O:18][C:17]2[CH:27]=[CH:28][C:14]([O:13][C:9]3[C:8]([C:29]4[CH:34]=[CH:33][C:32]([S:35]([CH2:38][C:39]([F:40])([F:41])[F:42])(=[O:36])=[O:37])=[CH:31][CH:30]=4)=[CH:7][CH:6]=[C:5]4[C:10]=3[CH:11]=[CH:12][C:3]([OH:2])=[CH:4]4)=[CH:15][CH:16]=2)[CH2:26][CH2:25][CH2:24][CH2:23][CH2:22]1 |f:4.5|. Procedure: Dissolve the compound of Example 37 (26 mg, 0.043 mmol) in dichloromethane (1 mL) and add 2M HCl in diethyl ether (43 μL, 0.086 mmol). Remove the solvents in vacuo and place on a high vacuum pump for 10 minutes. Dissolve the resultant foam in dry dichloromethane (1 mL) and cool to 0° C. Add BBr3 (20 μL, 0.22 mmol) dropwise and stir at 0° C. for 1 hour. Pour the reaction into cold saturated aqueous sodium bicarbonate (5 mL) and extract with dichloromethane (2×5 mL). Dry the combined organic phase...